This data is from the Open Reaction Database (ORD), a public repository of structured organic reaction records. The task is: describe an organic reaction: reactants, conditions, products, and yield Reactants: Brc1ccc(N2CCC(c3ccccc3)CC2)cc1, CC(C)(C)OC(=O)N1CCNCC1, CC(C)(C)[O-], Cc1ccccc1, CCOC(C)=O, [Na+], O. The product is CC(C)(C)OC(=O)N1CCN(c2ccc(N3CCC(c4ccccc4)CC3)cc2)CC1. Reaction SMILES: [Br:14][c:15]1[cH:16][cH:17][c:18]([N:21]2[CH2:22][CH2:23][CH:24]([c:27]3[cH:28][cH:29][cH:30][cH:31][cH:32]3)[CH2:25][CH2:26]2)[cH:19][cH:20]1.[C:1]([CH3:2])([CH3:3])([CH3:4])[O:5][C:6](=[O:7])[N:8]1[CH2:9][CH2:10][NH:11][CH2:12][CH2:13]1.[CH3:33][C:34]([CH3:35])([O-:36])[CH3:37].[CH3:40][c:41]1[cH:42][cH:43][cH:44][cH:45][cH:46]1.[CH3:47][CH2:48][O:49][C:50](=[O:51])[CH3:52].[Na+:38].[OH2:39]>>[C:1]([CH3:2])([CH3:3])([CH3:4])[O:5][C:6](=[O:7])[N:8]1[CH2:9][CH2:10][N:11]([c:15]2[cH:16][cH:17][c:18]([N:21]3[CH2:22][CH2:23][CH:24]([c:27]4[cH:28][cH:29][cH:30][cH:31][cH:32]4)[CH2:25][CH2:26]3)[cH:19][cH:20]2)[CH2:12][CH2:13]1. The reactants are CCOC(=O)c1nc(CCl)n(-c2sc(C)c(C)c2C(=O)c2ccccc2)n1, CO, O. Product: Cc1sc(-n2nc(C(=O)O)nc2CCl)c(C(=O)c2ccccc2)c1C. RXN SMILES: [C:1]([c:2]1[cH:3][cH:4][cH:5][cH:6][cH:7]1)(=[O:8])[c:9]1[c:10](-[n:16]2[n:17][c:18]([C:23](=[O:24])[O:25][CH2:26][CH3:27])[n:19][c:20]2[CH2:21][Cl:22])[s:11][c:12]([CH3:15])[c:13]1[CH3:14].[CH3:28][OH:29].[OH2:30]>>[C:1]([c:2]1[cH:3][cH:4][cH:5][cH:6][cH:7]1)(=[O:8])[c:9]1[c:10](-[n:16]2[n:17][c:18]([C:23](=[O:24])[OH:25])[n:19][c:20]2[CH2:21][Cl:22])[s:11][c:12]([CH3:15])[c:13]1[CH3:14]. The reactants are C(CCC)[SnH](CCCC)CCCC (tributyltin hydride), C(C)(=O)N1CCC2=CC(=C(C=C12)Br)OCC=1CCN2CCCC2C1 (1-Acetyl-6-bromo-5-[(1,2,3,5,6,8a-hexahydroindolizin-7-yl)methoxy]indoline), α,α'-azoisobutyronitrile. Run in C1=CC=CC=C1 (benzene), C1=CC=CC=C1 (benzene). Product: C(C)(=O)N1CCC=2C=C3C(=CC12)C1(CCN2CCCC2C1)CO3 (5-Acetyl-2,3,6,7-tetrahydrospiro[furo[2,3-f]indole-3,7'-indolizidine]). The yield is 77.9%. Reaction SMILES: [C:1]([N:4]1[C:12]2[C:7](=[CH:8][C:9]([O:14][CH2:15][C:16]3[CH2:17][CH2:18][N:19]4[CH:23]([CH:24]=3)[CH2:22][CH2:21][CH2:20]4)=[C:10](Br)[CH:11]=2)[CH2:6][CH2:5]1)(=[O:3])[CH3:2].C([SnH](CCCC)CCCC)CCC>C1C=CC=CC=1>[C:1]([N:4]1[C:12]2[CH:11]=[C:10]3[C:16]4([CH2:15][O:14][C:9]3=[CH:8][C:7]=2[CH2:6][CH2:5]1)[CH2:24][CH:23]1[N:19]([CH2:20][CH2:21][CH2:22]1)[CH2:18][CH2:17]4)(=[O:3])[CH3:2]. Procedure details: 1-Acetyl-6-bromo-5-[(1,2,3,5,6,8a-hexahydroindolizin-7-yl)methoxy]indoline (D3) (0.118 g, 0.3 mmol) and α,α'-azoisobutyronitrile (0.04 g) were stirred at reflux under Ar in benzene (40 ml) as tributyltin hydride (0.24 ml, 0.9 mmol) was added dropwise in benzene (10 ml) over 10 min. The mixture was stirred at reflux for 6 h, cooled, and extracted with dil. HCl. The extract was basified with saturated K2CO3, and extracted with chloroform. The organic extract was dried (Na2SO4) and evaporated to gi... The reactants are CC1(C(C1\C=C/C(=O)OC1CCCCC1)C(=O)O)C (2,2-dimethyl-3-[Z-2-(cyclohexyloxycarbonyl)-ethenyl]-cyclopropane-carboxylic acid), C(#N)[C@H](C1=CC(=CC=C1)OC1=CC=CC=C1)O ((S)α-cyano-3-phenoxy-benzyl alcohol). Yields the product CC1([C@@H]([C@@H]1\C=C/C(=O)OC1CCCCC1)C(=O)O[C@@H](C1=CC(=CC=C1)OC1=CC=CC=C1)C#N)C ((S)α-cyano-3-phenoxy-benzyl (1R,cis) 2,2-dimethyl-3-[Z-2-(cyclohexyloxycarbonyl)-ethenyl]-cyclopropane-carboxylate). The yield is 42.4%. As a reaction SMILES: [CH3:1][C:2]1([CH3:19])[CH:4](/[CH:5]=[CH:6]\[C:7]([O:9][CH:10]2[CH2:15][CH2:14][CH2:13][CH2:12][CH2:11]2)=[O:8])[CH:3]1[C:16]([OH:18])=[O:17].[C:20]([C@@H:22](O)[C:23]1[CH:28]=[CH:27][CH:26]=[C:25]([O:29][C:30]2[CH:35]=[CH:34][CH:33]=[CH:32][CH:31]=2)[CH:24]=1)#[N:21]>>[CH3:1][C:2]1([CH3:19])[C@@H:4](/[CH:5]=[CH:6]\[C:7]([O:9][CH:10]2[CH2:11][CH2:12][CH2:13][CH2:14][CH2:15]2)=[O:8])[C@H:3]1[C:16]([O:18][C@H:22]([C:20]#[N:21])[C:23]1[CH:28]=[CH:27][CH:26]=[C:25]([O:29][C:30]2[CH:31]=[CH:32][CH:33]=[CH:34][CH:35]=2)[CH:24]=1)=[O:17]. Procedure: Using the procedure of Step D in Example 7, 2.5 g of the product of Step C and 2.2 g of (S)α-cyano-3-phenoxy-benzyl alcohol were reacted and the product was chromatographed over silica gel. Elution with a 9-1 hexane-ether mixture yielded 1.883 g of (S)α-cyano-3-phenoxy-benzyl (1R,cis) 2,2-dimethyl-3-[Z-2-(cyclohexyloxycarbonyl)-ethenyl]-cyclopropane-carboxylate with a specific rotation of [α]D20 =+41°±2.5° (c=0.5% in chloroform).